This data is from the Open Reaction Database (ORD), a public repository of structured organic reaction records. The task is: describe an organic reaction: reactants, conditions, products, and yield Starting materials: N#C[K], O, CC(C)=NOCCO, N#CN1Cc2ccccc2-c2ccccc2C1. The product is CC(C)=NOCCOC(=N)N1Cc2ccccc2-c2ccccc2C1. As a reaction SMILES: [K:26][C:27]#[N:28].[OH2:29].[OH:18][CH2:19][CH2:20][O:21][N:22]=[C:23]([CH3:24])[CH3:25].[cH:1]1[cH:2][cH:3][cH:4][c:5]2[c:11]1-[c:10]1[c:9]([cH:15][cH:14][cH:13][cH:12]1)[CH2:8][N:7]([C:16]#[N:17])[CH2:6]2>>[cH:1]1[cH:2][cH:3][cH:4][c:5]2[c:11]1-[c:10]1[c:9]([cH:15][cH:14][cH:13][cH:12]1)[CH2:8][N:7]([C:16](=[NH:17])[O:18][CH2:19][CH2:20][O:21][N:22]=[C:23]([CH3:24])[CH3:25])[CH2:6]2. Reactants: CC(C)(C)OC(=O)N1CCN(CC1)S(=O)(=O)NC1=NC(=NC(=C1)OCC)SCC1=C(C(=CC=C1)F)F (4-[[[2-[[(2,3-difluorophenyl)methyl]thio]-6-ethoxy-4-pyrimidinyl]amino]sulfonyl]-1-piperazinecarboxylic acid-1,1-dimethylethyl ester), product, FC(C(=O)O)(F)F (trifluoroacetic acid). Run in C(Cl)Cl (DCM). Run at time 2.5 hour. Yields the product FC1=C(C=CC=C1F)CSC1=NC(=CC(=N1)NS(=O)(=O)N1CCNCC1)OCC (N-[2-[[(2,3-difluorophenyl)methyl]thio]-6-ethoxy-4-pyrimidinyl]-1-piperazinesulfonamide). As a reaction SMILES: CC(OC([N:8]1[CH2:13][CH2:12][N:11]([S:14]([NH:17][C:18]2[CH:23]=[C:22]([O:24][CH2:25][CH3:26])[N:21]=[C:20]([S:27][CH2:28][C:29]3[CH:34]=[CH:33][CH:32]=[C:31]([F:35])[C:30]=3[F:36])[N:19]=2)(=[O:16])=[O:15])[CH2:10][CH2:9]1)=O)(C)C.FC(F)(F)C(O)=O>C(Cl)Cl>[F:36][C:30]1[C:31]([F:35])=[CH:32][CH:33]=[CH:34][C:29]=1[CH2:28][S:27][C:20]1[N:19]=[C:18]([NH:17][S:14]([N:11]2[CH2:10][CH2:9][NH:8][CH2:13][CH2:12]2)(=[O:16])=[O:15])[CH:23]=[C:22]([O:24][CH2:25][CH3:26])[N:21]=1. Reported procedure: To a solution of 4-[[[2-[[(2,3-difluorophenyl)methyl]thio]-6-ethoxy-4-pyrimidinyl]amino]sulfonyl]-1-piperazinecarboxylic acid-1,1-dimethylethyl ester (the product from step ii) (0.24 g) in DCM (2 mL) was added trifluoroacetic acid (2 mL) and the reaction mixture was stirred at ambient temperature for 2.5 h. The reaction mixture was evaporated, the residue was azeotroped with DCM (×2) and then purified by reverse phase HPLC eluting with acetonitrile/aq. 0.2% trifluoroacetic acid mixtures to give ... Starting materials: N#Cc1ccc(Br)cc1F, COC(=O)c1cc(Oc2ccc(C(=O)N(C)C)nc2)c2c(c1)OC(C)(C)C2, COC(=O)c1cc(O)c2c(c1)OC(C)(C)C2. Product: COC(=O)c1cc(Oc2ccc(C#N)c(F)c2)c2c(c1)OC(C)(C)C2. Reaction SMILES: [Br:28][c:29]1[cH:30][c:31]([F:37])[c:32]([C:33]#[N:34])[cH:35][cH:36]1.[CH3:1][O:2][C:3](=[O:4])[c:5]1[cH:6][c:7]2[c:8]([c:14]([O:16][c:17]3[cH:18][n:19][c:20]([C:21](=[O:22])[N:23]([CH3:24])[CH3:25])[cH:26][cH:27]3)[cH:15]1)[CH2:9][C:10]([CH3:12])([CH3:13])[O:11]2.[CH3:38][O:39][C:40]([c:41]1[cH:42][c:43]([OH:44])[c:45]2[c:51]([cH:52]1)[O:50][C:47]([CH3:48])([CH3:49])[CH2:46]2)=[O:53]>>[CH3:1][O:2][C:3](=[O:4])[c:5]1[cH:6][c:7]2[c:8]([c:14]([O:16][c:29]3[cH:30][c:31]([F:37])[c:32]([C:33]#[N:34])[cH:35][cH:36]3)[cH:15]1)[CH2:9][C:10]([CH3:12])([CH3:13])[O:11]2. Reactants: BrB(Br)Br, COc1ccc(C(=CC2CCOCC2)C(=O)Nc2nccs2)cc1, ClCCl. The product is O=C(Nc1nccs1)C(=CC1CCOCC1)c1ccc(O)cc1. Reaction SMILES: [B:1]([Br:2])([Br:3])[Br:4].[CH3:5][O:6][c:7]1[cH:8][cH:9][c:10]([C:13]([C:14](=[O:15])[NH:16][c:17]2[s:18][cH:19][cH:20][n:21]2)=[CH:22][CH:23]2[CH2:24][CH2:25][O:26][CH2:27][CH2:28]2)[cH:11][cH:12]1.[Cl:29][CH2:30][Cl:31]>>[OH:6][c:7]1[cH:8][cH:9][c:10]([C:13]([C:14](=[O:15])[NH:16][c:17]2[s:18][cH:19][cH:20][n:21]2)=[CH:22][CH:23]2[CH2:24][CH2:25][O:26][CH2:27][CH2:28]2)[cH:11][cH:12]1.